From a dataset of the Open Reaction Database (ORD), a public repository of structured organic reaction records. describe an organic reaction: reactants, conditions, products, and yield The reactants are CC=1C=C(C=CC1)C1=NN=NN1 (5-(3-methylphenyl)tetrazole), ClCC(=O)OC (methyl chloroacetate). The product is CC=1C=C(C=CC1)C1=NN=NN1CC(=O)OC (Methyl 5-(3-methylphenyl)-1-tetrazoleacetate). Reaction SMILES: [CH3:1][C:2]1[CH:3]=[C:4]([C:8]2[NH:12][N:11]=[N:10][N:9]=2)[CH:5]=[CH:6][CH:7]=1.Cl[CH2:14][C:15]([O:17][CH3:18])=[O:16]>>[CH3:1][C:2]1[CH:3]=[C:4]([C:8]2[N:9]([CH2:14][C:15]([O:17][CH3:18])=[O:16])[N:10]=[N:11][N:12]=2)[CH:5]=[CH:6][CH:7]=1. Procedure: Feed materials: 5-(3-methylphenyl)tetrazole and methyl chloroacetate. Isolated yield 46.0%. Product: O1CC(CC1)NC(=O)C1=C(N=C(S1)\C=C\C=1C(=NOC1C)CCCC)C (2-[(E)-2-(3-Butyl-5-methyl-isoxazol-4-yl)-vinyl]-4-methyl-thiazole-5-carboxylic acid (tetrahydro-furan-3-yl)-amide). Reported procedure: As described for example 93d, 2-[(E)-2-(3-butyl-5-methyl-isoxazol-4-yl)-vinyl]-4-methyl-thiazole-5-carboxylic acid methyl ester (80 mg, 0.25 mmol) was converted, using 3-amino-tetrahydrofuran instead of isopropylamine, to the title compound (43 mg, 46%) which was obtained as a white solid. MS: m/e=376.3 [M+H]+. The reactants are COC(=O)C1=C(N=C(S1)\C=C\C=1C(=NOC1C)CCCC)C (2-[(E)-2-(3-butyl-5-methyl-isoxazol-4-yl)-vinyl]-4-methyl-thiazole-5-carboxylic acid methyl ester), NC1COCC1 (3-amino-tetrahydrofuran). Reaction SMILES: CO[C:3]([C:5]1[S:9][C:8](/[CH:10]=[CH:11]/[C:12]2[C:13]([CH2:18][CH2:19][CH2:20][CH3:21])=[N:14][O:15][C:16]=2[CH3:17])=[N:7][C:6]=1[CH3:22])=[O:4].[NH2:23][CH:24]1[CH2:28][CH2:27][O:26][CH2:25]1>>[O:26]1[CH2:27][CH2:28][CH:24]([NH:23][C:3]([C:5]2[S:9][C:8](/[CH:10]=[CH:11]/[C:12]3[C:13]([CH2:18][CH2:19][CH2:20][CH3:21])=[N:14][O:15][C:16]=3[CH3:17])=[N:7][C:6]=2[CH3:22])=[O:4])[CH2:25]1. As a reaction SMILES: [CH2:1]([c:2]1[cH:3][cH:4][cH:5][cH:6][cH:7]1)[O:8][c:9]1[c:10](=[O:32])[c:11]([C:28](=[O:29])[O:30][CH3:31])[cH:12][n:13]2[c:14]1[C:15](=[O:27])[N:16]([CH2:19][c:20]1[cH:21][c:22]([Cl:26])[cH:23][cH:24][cH:25]1)[CH2:17][CH2:18]2.[Li+:38].[O:33]1[CH2:34][CH2:35][CH2:36][CH2:37]1.[OH-:39]>>[CH2:1]([c:2]1[cH:3][cH:4][cH:5][cH:6][cH:7]1)[O:8][c:9]1[c:10](=[O:32])[c:11]([C:28](=[O:29])[OH:30])[cH:12][n:13]2[c:14]1[C:15](=[O:27])[N:16]([CH2:19][c:20]1[cH:21][c:22]([Cl:26])[cH:23][cH:24][cH:25]1)[CH2:17][CH2:18]2. The reactants are COC(=O)c1cn2c(c(OCc3ccccc3)c1=O)C(=O)N(Cc1cccc(Cl)c1)CC2, [Li+], C1CCOC1, [OH-]. Yields the product O=C(O)c1cn2c(c(OCc3ccccc3)c1=O)C(=O)N(Cc1cccc(Cl)c1)CC2.